Dataset: the Open Reaction Database (ORD), a public repository of structured organic reaction records. Task: describe an organic reaction: reactants, conditions, products, and yield Starting materials: C(C)(C)N1CCN(CC1)C1=C2CN(C(C2=C(C=C1)[N+](=O)[O-])=O)C (4-(4-Isopropyl-piperazin-1-yl)-2-methyl-7-nitro-2,3-dihydro-isoindol-1-one), Cl (hydrochloric acid), [OH-].[Na+] (sodium hydroxide). Reagents/catalysts: [Fe] (iron). Run in C(C)O (ethanol). Conditions: temperature 60 celsius, time 3 hour. Product: NC=1C=CC(=C2CN(C(C12)=O)C)N1CCN(CC1)C(C)C (7-Amino-4-(4-isopropyl-piperazin-1-yl)-2-methyl-2,3-dihydro-isoindol-1-one). Isolated yield 85.0%. As a reaction SMILES: [CH:1]([N:4]1[CH2:9][CH2:8][N:7]([C:10]2[CH:18]=[CH:17][C:16]([N+:19]([O-])=O)=[C:15]3[C:11]=2[CH2:12][N:13]([CH3:23])[C:14]3=[O:22])[CH2:6][CH2:5]1)([CH3:3])[CH3:2].Cl.[OH-].[Na+]>C(O)C.[Fe]>[NH2:19][C:16]1[CH:17]=[CH:18][C:10]([N:7]2[CH2:6][CH2:5][N:4]([CH:1]([CH3:3])[CH3:2])[CH2:9][CH2:8]2)=[C:11]2[C:15]=1[C:14](=[O:22])[N:13]([CH3:23])[CH2:12]2 |f:2.3|. Procedure details: To a solution of 4-(4-Isopropyl-piperazin-1-yl)-2-methyl-7-nitro-2,3-dihydro-isoindol-1-one (4.56 g, 14 mmol) in ethanol (130 mL), iron powder (4.0 g, 70 mmol) and 1N hydrochloric acid (28 mL) are the mixture is added stirred at 60° C. for 3 hours. The mixture is cooled and then, 1N sodium hydroxide (28 mL) is added. After removing insoluble materials by filtration, the mixture is evaporated. The resulting pale yellow solids are collected by filtration and dried in vacuo at 50° C. to afford 7-Am... Starting materials: C(C)(C)(C)ON=C1C=C(OC2=CC=C(C=C12)OCCCl)C1=CC=2N(C=N1)C=CC2 (6-(2-chloro-ethoxy)-2-pyrrolo[1,2-c]pyrimidin-3-yl-chromen-4-one O-tert-butyl oxime), N1CC(CC1)O (3-pyrrolidinol). The product is Cl.OC1CN(CC1)CCOC=1C=C2C(C=C(OC2=CC1)C1=CC=2N(C=N1)C=CC2)=NO (6-[2-(3-hydroxy-pyrrolidin-1-yl)-ethoxy]-2-pyrrolo[1,2-c]pyrimidin-3-yl-chromen-4-one oxime, hydrochloride). Reaction SMILES: C([O:5][N:6]=[C:7]1[C:16]2[C:11](=[CH:12][CH:13]=[C:14]([O:17][CH2:18][CH2:19][Cl:20])[CH:15]=2)[O:10][C:9]([C:21]2[N:26]=[CH:25][N:24]3[CH:27]=[CH:28][CH:29]=[C:23]3[CH:22]=2)=[CH:8]1)(C)(C)C.[NH:30]1[CH2:34][CH2:33][CH:32]([OH:35])[CH2:31]1>>[ClH:20].[OH:35][CH:32]1[CH2:33][CH2:34][N:30]([CH2:19][CH2:18][O:17][C:14]2[CH:15]=[C:16]3[C:11](=[CH:12][CH:13]=2)[O:10][C:9]([C:21]2[N:26]=[CH:25][N:24]4[CH:27]=[CH:28][CH:29]=[C:23]4[CH:22]=2)=[CH:8][C:7]3=[N:6][OH:5])[CH2:31]1 |f:2.3|. Reported procedure: 6-[2-(3-hydroxy-pyrrolidin-1-yl)-ethoxy]-2-pyrrolo[1,2-c]pyrimidin-3-yl-chromen-4-one oxime, hydrochloride was prepared in 23% overall yield using the method described in example 87, starting from 6-(2-chloro-ethoxy)-2-pyrrolo[1,2-c]pyrimidin-3-yl-chromen-4-one O-tert-butyl oxime (example 87B) and 3-pyrrolidinol. Starting materials: COc1cc(OC2CCN(C)CC2)c2c(=O)n(COC(=O)C(C)(C)C)cnc2c1, CCOCC, CO, N. The product is COc1cc(OC2CCN(C)CC2)c2c(=O)[nH]cnc2c1. Reaction SMILES: [C:2]([O:3][CH2:4][n:10]1[cH:11][n:12][c:13]2[cH:14][c:15]([O:29][CH3:30])[cH:16][c:17]([O:21][CH:22]3[CH2:23][CH2:24][N:25]([CH3:28])[CH2:26][CH2:27]3)[c:18]2[c:19]1=[O:20])(=[O:5])[C:6]([CH3:7])([CH3:8])[CH3:9].[CH3:31][CH2:32][O:33][CH2:34][CH3:35].[CH3:36][OH:37].[NH3:1]>>[nH:10]1[cH:11][n:12][c:13]2[cH:14][c:15]([O:29][CH3:30])[cH:16][c:17]([O:21][CH:22]3[CH2:23][CH2:24][N:25]([CH3:28])[CH2:26][CH2:27]3)[c:18]2[c:19]1=[O:20].